Dataset: the Open Reaction Database (ORD), a public repository of structured organic reaction records. Task: describe an organic reaction: reactants, conditions, products, and yield Starting materials: COC(=O)OC, CC(=O)CCC1=C(C)CCCC1(C)C, [H-], [Na+]. Product: COC(=O)CC(=O)CCC1=C(C)CCCC1(C)C. As a reaction SMILES: [CH3:15][O:16][C:17](=[O:18])[O:19][CH3:20].[CH3:1][C:2](=[O:3])[CH2:4][CH2:5][C:6]1=[C:7]([CH3:8])[CH2:9][CH2:10][CH2:11][C:12]1([CH3:13])[CH3:14].[H-:21].[Na+:22]>>[CH2:1]([C:2](=[O:3])[CH2:4][CH2:5][C:6]1=[C:7]([CH3:8])[CH2:9][CH2:10][CH2:11][C:12]1([CH3:13])[CH3:14])[C:17]([O:16][CH3:15])=[O:18]. The reactants are CC=C(C)C, C=CC=CC(OC)C(C)C(OC)C(C)C=O, CC(C)(C)O, [O-][Cl+][O-], Cl, [Na+], [Na+], O, O=P([O-])(O)O. Yields the product C=CC=CC(OC)C(C)C(OC)C(C)C(=O)O. RXN SMILES: [CH3:17][C:18](=[CH:19][CH3:20])[CH3:21].[CH3:1][O:2][CH:3]([CH:4]([CH:5]=[O:6])[CH3:7])[CH:8]([CH:9]([CH:10]=[CH:11][CH:12]=[CH2:13])[O:14][CH3:15])[CH3:16].[CH3:33][C:34]([OH:35])([CH3:36])[CH3:37].[Cl+:22]([O-:23])[O-:24].[ClH:32].[Na+:25].[Na+:26].[OH2:38].[OH:27][P:28](=[O:29])([O-:30])[OH:31]>>[CH3:1][O:2][CH:3]([CH:4]([C:5](=[O:6])[OH:23])[CH3:7])[CH:8]([CH:9]([CH:10]=[CH:11][CH:12]=[CH2:13])[O:14][CH3:15])[CH3:16]. Reactants: C(#N)C1=CC2=C(N(C(=N2)C(C)(OC)C2=C3C=CN(C3=C(C=C2OC(F)F)C)C(=O)OC(C)(C)C)COCC[Si](C)(C)C)C=C1 ((±)-tert-butyl 4-(1-(5-cyano-1-((2-(trimethylsilyl)ethoxy)methyl)-1H-benzo[d]imidazol-2-yl)-1-methoxyethyl)-5-(difluoromethoxy)-7-methyl-1H-indole-1-carboxylate), C(#N)C=1C=CC2=C(N(C(=N2)C(C)(OC)C2=C3C=CN(C3=C(C=C2OC(F)F)C)C(=O)OC(C)(C)C)COCC[Si](C)(C)C)C1 ((±)-tert-butyl 4-(1-(6-cyano-1-((2-(trimethylsilyl)ethoxy)methyl)-1H-benzo[d]imidazol-2-yl)-1-methoxyethyl)-5-(difluoromethoxy)-7-methyl-1H-indole-1-carboxylate), C(CN)N (ethylenediamine), CCCC[N+](CCCC)(CCCC)CCCC.[F-] (TBAF), CCCC[N+](CCCC)(CCCC)CCCC.[F-] (TBAF), C(CN)N (ethylenediamine). Run in C1CCOC1 (THF). Reaction conditions: temperature 60 celsius. Product: FC(OC=1C(=C2C=CNC2=C(C1)C)C(C)(OC)C1=NC2=C(N1)C=CC(=C2)C#N)F ((±)-2-(1-(5-(Difluoromethoxy)-7-methyl-1H-indol-4-yl)-1-methoxyethyl)-1H-benzo[d]imidazole-5-carbonitrile). Reaction SMILES: [C:1]([C:3]1[CH:44]=[CH:43][C:6]2[N:7](COCC[Si](C)(C)C)[C:8]([C:10]([C:14]3[C:22]([O:23][CH:24]([F:26])[F:25])=[CH:21][C:20]([CH3:27])=[C:19]4[C:15]=3[CH:16]=[CH:17][N:18]4C(OC(C)(C)C)=O)([O:12][CH3:13])[CH3:11])=[N:9][C:5]=2[CH:4]=1)#[N:2].C(C1C=CC2N=C(C(C3C(OC(F)F)=CC(C)=C4C=3C=CN4C(OC(C)(C)C)=O)(OC)C)N(COCC[Si](C)(C)C)C=2C=1)#N.C(N)CN.CCCC[N+](CCCC)(CCCC)CCCC.[F-]>C1COCC1>[F:26][CH:24]([F:25])[O:23][C:22]1[C:14]([C:10]([C:8]2[NH:7][C:6]3[CH:43]=[CH:44][C:3]([C:1]#[N:2])=[CH:4][C:5]=3[N:9]=2)([O:12][CH3:13])[CH3:11])=[C:15]2[C:19](=[C:20]([CH3:27])[CH:21]=1)[NH:18][CH:17]=[CH:16]2 |f:3.4|. Procedure: To a solution of a mixture of (±)-tert-butyl 4-(1-(5-cyano-1-((2-(trimethylsilyl)ethoxy)methyl)-1H-benzo[d]imidazol-2-yl)-1-methoxyethyl)-5-(difluoromethoxy)-7-methyl-1H-indole-1-carboxylate and (±)-tert-butyl 4-(1-(6-cyano-1-((2-(trimethylsilyl)ethoxy)methyl)-1H-benzo[d]imidazol-2-yl)-1-methoxyethyl)-5-(difluoromethoxy)-7-methyl-1H-indole-1-carboxylate (475 mg, 0.758 mmol) in THF (7.6 mL) at room temperature, ethylenediamine (0.51 mL, 7.58 mmol) was added followed by TBAF (1M in THF, 7.6 mL, 7.... Starting materials: C(C1=CC=CC=C1)OC(CC(CC1=CC=CC=C1)S(=O)N1CCC(CC1)CC1=CC=CC=C1)=O (3-(4-Benzyl-piperidine-1-sulfinyl)-4-phenyl-butyric Acid Benzyl Ester), CCOC(=O)C (EtOAc), RuCl3.3H2O, O (water). The solvent is C(C)#N (acetonitrile), C(Cl)Cl (DCM). Conditions: temperature 0 celsius. The product is C(C1=CC=CC=C1)OC(CC(CC1=CC=CC=C1)S(=O)(=O)N1CCC(CC1)CC1=CC=CC=C1)=O (3-(4-Benzyl-piperidine-1-sulfonyl)-4-phenyl-butyric Acid Benzyl Ester). The yield is 81.0%. RXN SMILES: [CH2:1]([O:8][C:9](=[O:34])[CH2:10][CH:11]([S:19]([N:21]1[CH2:26][CH2:25][CH:24]([CH2:27][C:28]2[CH:33]=[CH:32][CH:31]=[CH:30][CH:29]=2)[CH2:23][CH2:22]1)=[O:20])[CH2:12][C:13]1[CH:18]=[CH:17][CH:16]=[CH:15][CH:14]=1)[C:2]1[CH:7]=[CH:6][CH:5]=[CH:4][CH:3]=1.O.CC[O:38]C(C)=O>C(#N)C.C(Cl)Cl>[CH2:1]([O:8][C:9](=[O:34])[CH2:10][CH:11]([S:19]([N:21]1[CH2:26][CH2:25][CH:24]([CH2:27][C:28]2[CH:29]=[CH:30][CH:31]=[CH:32][CH:33]=2)[CH2:23][CH2:22]1)(=[O:38])=[O:20])[CH2:12][C:13]1[CH:18]=[CH:17][CH:16]=[CH:15][CH:14]=1)[C:2]1[CH:3]=[CH:4][CH:5]=[CH:6][CH:7]=1. Procedure: The product from Step D (430 mg, 0.91 mmol) was taken up in acetonitrile (1.5 mL) with stirring and cooled to 0° C. RuCl3.3H2O (0.5 mg) and NalO4 (290 mg, 1.37 mmol) were added followed by water (2 mL). The resulting mixture was stirred at room temperature for 2½h until tlc (hex/EtOAc 1:1) indicated the absence of starting material. The reaction was diluted with DCM, the layers separated and the aqueous layer was further extracted with DCM. The organic extracts were combined, dried, filtered and... Reactants: COC(=O)COc1ccc(Cl)c2nc(C(C)C)c(Cc3ccc(-n4cccn4)cc3)c(C)c12, [Li+], C1CCOC1, [OH-]. Product: Cc1c(Cc2ccc(-n3cccn3)cc2)c(C(C)C)nc2c(Cl)ccc(OCC(=O)O)c12. As a reaction SMILES: [CH3:1][O:2][C:3]([CH2:4][O:5][c:6]1[c:7]2[c:8]([CH3:32])[c:9]([CH2:20][c:21]3[cH:22][cH:23][c:24](-[n:27]4[n:28][cH:29][cH:30][cH:31]4)[cH:25][cH:26]3)[c:10]([CH:17]([CH3:18])[CH3:19])[n:11][c:12]2[c:13]([Cl:16])[cH:14][cH:15]1)=[O:33].[Li+:39].[O:34]1[CH2:35][CH2:36][CH2:37][CH2:38]1.[OH-:40]>>[O:2]=[C:3]([CH2:4][O:5][c:6]1[c:7]2[c:8]([CH3:32])[c:9]([CH2:20][c:21]3[cH:22][cH:23][c:24](-[n:27]4[n:28][cH:29][cH:30][cH:31]4)[cH:25][cH:26]3)[c:10]([CH:17]([CH3:18])[CH3:19])[n:11][c:12]2[c:13]([Cl:16])[cH:14][cH:15]1)[OH:33].